Dataset: the Open Reaction Database (ORD), a public repository of structured organic reaction records. Task: describe an organic reaction: reactants, conditions, products, and yield Starting materials: COc1cc(CO)c([N+](=O)[O-])cc1OC, O, O=S(Cl)Cl. The product is COc1cc(CCl)c([N+](=O)[O-])cc1OC. Reaction SMILES: [N+:1](=[O:2])([O-:3])[c:4]1[c:5]([CH2:6][OH:7])[cH:8][c:9]([O:14][CH3:15])[c:10]([O:12][CH3:13])[cH:11]1.[OH2:20].[S:16]([Cl:17])([Cl:18])=[O:19]>>[N+:1](=[O:2])([O-:3])[c:4]1[c:5]([CH2:6][Cl:18])[cH:8][c:9]([O:14][CH3:15])[c:10]([O:12][CH3:13])[cH:11]1. Starting materials: N1(CCNCCC1)C=1C=CC=2N(N1)C(=NN2)C(F)(F)F (6-(1,4-diazepan-1-yl)-3-(trifluoromethyl)-[1,2,4]triazolo[4,3-b]pyridazine), ClC1=CC=C(C=O)C=C1 (4-chlorobenzaldehyde). Yields the product ClC1=CC=C(C=C1)CN1CCN(CCC1)C=1C=CC=2N(N1)C(=NN2)C(F)(F)F (6-[4-[(4-chlorophenyl)methyl]-1,4-diazepan-1-yl]-3-(trifluoromethyl)-[1,2,4]triazolo[4,3-b]pyridazine). Reaction SMILES: [N:1]1([C:8]2[CH:9]=[CH:10][C:11]3[N:12]([C:14]([C:17]([F:20])([F:19])[F:18])=[N:15][N:16]=3)[N:13]=2)[CH2:7][CH2:6][CH2:5][NH:4][CH2:3][CH2:2]1.[Cl:21][C:22]1[CH:29]=[CH:28][C:25]([CH:26]=O)=[CH:24][CH:23]=1>>[Cl:21][C:22]1[CH:29]=[CH:28][C:25]([CH2:26][N:4]2[CH2:5][CH2:6][CH2:7][N:1]([C:8]3[CH:9]=[CH:10][C:11]4[N:12]([C:14]([C:17]([F:18])([F:19])[F:20])=[N:15][N:16]=4)[N:13]=3)[CH2:2][CH2:3]2)=[CH:24][CH:23]=1. Reported procedure: Reductive amination of 6-(1,4-diazepan-1-yl)-3-(trifluoromethyl)-[1,2,4]triazolo[4,3-b]pyridazine with 4-chlorobenzaldehyde was carried out according to General Synthetic Method 8. The crude product was purified by hplc using a Waters XBridge Prep C18 OBD column (5μ silica, 19 mm diameter, 100 mm length) eluted with decreasingly polar mixtures of water (containing 0.05% aqueous ammonia) and acetonitrile as eluents to give 6-[4-[(4-chlorophenyl)methyl]-1,4-diazepan-1-yl]-3-(trifluoromethyl)-[1,2,... Starting materials: NC1=CC=C2NC(C(N(C2=C1)CC(=O)OCC)=O)=O (7-amino-1-(ethoxycarbonylmethyl)-2,3(1H,4H)-quinoxalinedione), C(C)(=O)OC(C)=O (acetic anhydride). The reagents and catalysts are CN(C)C1=CC=NC=C1 (4-(N,N-dimethylamino)pyridine). Run in C(C)(=O)O (acetic acid), O1CCCC1 (tetrahydrofuran). Reaction conditions: temperature 50 celsius. Product: C(C)(=O)NC1=CC=C2NC(C(N(C2=C1)CC(=O)OCC)=O)=O (7-Acetamido-1-(ethoxycarbonylmethyl)-2,3(1H,4H)-quinoxalinedione). Isolated yield 94.7%. Reaction SMILES: [NH2:1][C:2]1[CH:11]=[C:10]2[C:5]([NH:6][C:7](=[O:19])[C:8](=[O:18])[N:9]2[CH2:12][C:13]([O:15][CH2:16][CH3:17])=[O:14])=[CH:4][CH:3]=1.[C:20](OC(=O)C)(=[O:22])[CH3:21]>CN(C1C=CN=CC=1)C.C(O)(=O)C.O1CCCC1>[C:20]([NH:1][C:2]1[CH:11]=[C:10]2[C:5]([NH:6][C:7](=[O:19])[C:8](=[O:18])[N:9]2[CH2:12][C:13]([O:15][CH2:16][CH3:17])=[O:14])=[CH:4][CH:3]=1)(=[O:22])[CH3:21]. Reported procedure: 52.95 g (0.2 mol) of 7-amino-1-(ethoxycarbonylmethyl)-2,3(1H,4H)-quinoxalinedione and a spatula tip of 4-(N,N-dimethylamino)pyridine were suspended in a mixture of 500 ml of glacial acetic acid and 300 ml of tetrahydrofuran and heated to 50° C. Then 20.5 g (0.2 mol) of acetic anhydride were added dropwise and the mixture was heated at 50° C. for 2 h. The precipitate was filtered off with suction to yield 57.8 g (94%) of the product. The reactants are B, C1CCOC1, COc1cc(C(=O)O)cnc1Cl. Product: COc1cc(CO)cnc1Cl. As a reaction SMILES: [BH3:13].[CH2:14]1[O:15][CH2:16][CH2:17][CH2:18]1.[Cl:1][c:2]1[n:3][cH:4][c:5]([C:6](=[O:7])[OH:8])[cH:9][c:10]1[O:11][CH3:12]>>[Cl:1][c:2]1[n:3][cH:4][c:5]([CH2:6][OH:7])[cH:9][c:10]1[O:11][CH3:12]. Reactants: Cl[Si](C1C(=C(C(=C1C)C)C)C)(C)C (chloro(dimethyl)(2,3,4,5-tetramethyl-2,4-cyclopentadien-1-yl)silane), BrC1=CC=C(N)C=C1 (4-bromoaniline), [Li]CCCC (nBuLi). The solvent is C1CCOC1 (THF), C1CCOC1 (THF), hexanes. Run at time 30 minute. Yields the product BrC1=CC=C(C=C1)N[Si](C1C(=C(C(=C1C)C)C)C)(C)C (N-(4-Bromophenyl)(dimethyl)(2,3,4,5-tetramethyl-2,4-cyclopentadien-1-yl)silanamine). As a reaction SMILES: [Br:1][C:2]1[CH:8]=[CH:7][C:5]([NH2:6])=[CH:4][CH:3]=1.[Li]CCCC.Cl[Si:15]([CH3:26])([CH3:25])[CH:16]1[C:20]([CH3:21])=[C:19]([CH3:22])[C:18]([CH3:23])=[C:17]1[CH3:24]>C1COCC1>[Br:1][C:2]1[CH:8]=[CH:7][C:5]([NH:6][Si:15]([CH3:25])([CH3:26])[CH:16]2[C:20]([CH3:21])=[C:19]([CH3:22])[C:18]([CH3:23])=[C:17]2[CH3:24])=[CH:4][CH:3]=1. Procedure details: Under an argon atmosphere, to a solution of 14.8 g (86.0 mmol) of 4-bromoaniline in 250 ml of THF, 34.0 ml of 2.5 M (86.0 mmol) nBuLi in hexanes were added at −80° C. This mixture was stirred for 30 minutes at this temperature and then warmed for ca. 1 hour to ambient temperature. The resulting solution was added dropwise over ca. 1 hour, while vigorous stirring, to a solution of 18.4 g (86.0 mmol) of chloro(dimethyl)(2,3,4,5-tetramethyl-2,4-cyclopentadien-1-yl)silane in 100 ml of THF. The resul...